This data is from the Open Reaction Database (ORD), a public repository of structured organic reaction records. The task is: describe an organic reaction: reactants, conditions, products, and yield The reactants are Cc1ccc(S(=O)(=O)OCC2Cc3ccc(Cl)c(-c4ccccc4C)c3O2)cc1, CN, Cl. The product is CNCC1Cc2ccc(Cl)c(-c3ccccc3C)c2O1. RXN SMILES: [CH3:2][c:3]1[cH:4][cH:5][c:6]([S:7]([O:8][CH2:13][CH:14]2[O:15][c:16]3[c:17]([cH:19][cH:20][c:21]([Cl:30])[c:22]3-[c:23]3[c:24]([CH3:29])[cH:25][cH:26][cH:27][cH:28]3)[CH2:18]2)(=[O:9])=[O:10])[cH:11][cH:12]1.[CH3:31][NH2:32].[ClH:1]>>[CH2:13]([CH:14]1[O:15][c:16]2[c:17]([cH:19][cH:20][c:21]([Cl:30])[c:22]2-[c:23]2[c:24]([CH3:29])[cH:25][cH:26][cH:27][cH:28]2)[CH2:18]1)[NH:32][CH3:31]. The product is CCCc1nc(C(F)(F)F)ccc1C=CC(=O)NC(C)c1cc(F)c(NS(C)(=O)=O)c(F)c1. As a reaction SMILES: [CH2:18]([CH2:19][CH3:20])[c:21]1[n:22][c:23]([C:32]([F:33])([F:34])[F:35])[cH:24][cH:25][c:26]1[CH:27]=[CH:28][C:29](=[O:30])[OH:31].[ClH:17].[NH2:1][CH:2]([CH3:3])[c:4]1[cH:5][c:6]([F:16])[c:7]([NH:11][S:12](=[O:13])(=[O:14])[CH3:15])[c:8]([F:10])[cH:9]1>>[NH:1]([CH:2]([CH3:3])[c:4]1[cH:5][c:6]([F:16])[c:7]([NH:11][S:12](=[O:13])(=[O:14])[CH3:15])[c:8]([F:10])[cH:9]1)[C:29]([CH:28]=[CH:27][c:26]1[c:21]([CH2:18][CH2:19][CH3:20])[n:22][c:23]([C:32]([F:33])([F:34])[F:35])[cH:24][cH:25]1)=[O:30]. Starting materials: CCCc1nc(C(F)(F)F)ccc1C=CC(=O)O, Cl, CC(N)c1cc(F)c(NS(C)(=O)=O)c(F)c1. Reactants: N#Cc1cc(Br)c(F)cc1[N+](=O)[O-], [K+], [K+], [K+], C1CCOC1, OB(O)c1ccccc1, O=P([O-])([O-])[O-], c1ccc(P(c2ccccc2)(c2ccccc2)[Pd](P(c2ccccc2)(c2ccccc2)c2ccccc2)(P(c2ccccc2)(c2ccccc2)c2ccccc2)P(c2ccccc2)(c2ccccc2)c2ccccc2)cc1. Yields the product N#Cc1cc(-c2ccccc2)c(F)cc1[N+](=O)[O-]. As a reaction SMILES: [Br:1][c:2]1[c:3]([F:13])[cH:4][c:5]([N+:10](=[O:11])[O-:12])[c:6]([C:7]#[N:8])[cH:9]1.[K+:28].[K+:29].[K+:30].[O:31]1[CH2:32][CH2:33][CH2:34][CH2:35]1.[OH:14][B:15]([OH:16])[c:17]1[cH:18][cH:19][cH:20][cH:21][cH:22]1.[P:23]([O-:24])([O-:25])([O-:26])=[O:27].[cH:36]1[cH:37][cH:38][c:39]([P:40]([Pd:41]([P:42]([c:43]2[cH:44][cH:45][cH:46][cH:47][cH:48]2)([c:49]2[cH:50][cH:51][cH:52][cH:53][cH:54]2)[c:55]2[cH:56][cH:57][cH:58][cH:59][cH:60]2)([P:61]([c:62]2[cH:63][cH:64][cH:65][cH:66][cH:67]2)([c:68]2[cH:69][cH:70][cH:71][cH:72][cH:73]2)[c:74]2[cH:75][cH:76][cH:77][cH:78][cH:79]2)[P:80]([c:81]2[cH:82][cH:83][cH:84][cH:85][cH:86]2)([c:87]2[cH:88][cH:89][cH:90][cH:91][cH:92]2)[c:93]2[cH:94][cH:95][cH:96][cH:97][cH:98]2)([c:99]2[cH:100][cH:101][cH:102][cH:103][cH:104]2)[c:105]2[cH:106][cH:107][cH:108][cH:109][cH:110]2)[cH:111][cH:112]1>>[c:2]1(-[c:17]2[cH:18][cH:19][cH:20][cH:21][cH:22]2)[c:3]([F:13])[cH:4][c:5]([N+:10](=[O:11])[O-:12])[c:6]([C:7]#[N:8])[cH:9]1. Reactants: C1(CCCC1)OC=1C=C(C(=O)OC2CCCC2)C=CC1SC (cyclopentyl 3-cyclopentyloxy-4-(methylthio)benzoate), [OH-].[Na+] (sodium hydroxide), C(C)(=O)O (acetic acid). Solvent: O (water), CO (methanol), O (water). Product: C1(CCCC1)OC=1C=C(C(=O)O)C=CC1SC (3-cyclopentyloxy-4-(methylthio)benzoic acid). The yield is 92.5%. RXN SMILES: [CH:1]1([O:6][C:7]2[CH:8]=[C:9]([CH:18]=[CH:19][C:20]=2[S:21][CH3:22])[C:10]([O:12]C2CCCC2)=[O:11])[CH2:5][CH2:4][CH2:3][CH2:2]1.[OH-].[Na+].C(O)(=O)C>O.CO>[CH:1]1([O:6][C:7]2[CH:8]=[C:9]([CH:18]=[CH:19][C:20]=2[S:21][CH3:22])[C:10]([OH:12])=[O:11])[CH2:2][CH2:3][CH2:4][CH2:5]1 |f:1.2|. Procedure: A solution of cyclopentyl 3-cyclopentyloxy-4-(methylthio)benzoate (0.5 g, 1.5 mmol) in water (30 mL) and methanol (10 mL) containing sodium hydroxide (1 g, 25 mmol) is heated under reflux for 3 hours. The solution is then poured into water (60 mL) and acetic acid is added dropwise with stirring to between pH 5-6. The solid which separates is collected by filtration, washed with water (5×10 mL) and dried giving 3-cyclopentyloxy-4-(methylthio)benzoic acid (0.35 g, 88.6%) as a cream solid m.p. 158°... The reactants are E9, FC=1C=C(C=C(C1OC1=CC(=NC=C1)C(F)(F)F)F)CO ((3,5-difluoro-4-((2-(trifluoromethyl)pyridin-4-yl)oxy)phenyl)methanol), C(C)(C)(C)OC(=O)N1[C@H](CN2C(N=C(C=C21)Cl)=O)C ((S)-tert-butyl-7-chloro-2-methyl-5-oxo-2,3-dihydroimidazo[1,2-c]pyrimidine-1(5H)-carboxylate). Yields the product FC=1C=C(COC=2C=C3N(C(N2)=O)C[C@@H](N3)C)C=C(C1OC1=CC(=NC=C1)C(F)(F)F)F ((S)-7-((3,5-difluoro-4-((2-(trifluoromethyl)pyridin-4-yl)oxy)benzyl)oxy)-2-methyl-2,3-dihydroimidazo[1,2-c]pyrimidin-5(1H)-one). Reaction SMILES: [F:1][C:2]1[CH:3]=[C:4]([CH2:20][OH:21])[CH:5]=[C:6]([F:19])[C:7]=1[O:8][C:9]1[CH:14]=[CH:13][N:12]=[C:11]([C:15]([F:18])([F:17])[F:16])[CH:10]=1.C(OC([N:29]1[C:37]2[N:32]([C:33](=[O:39])[N:34]=[C:35](Cl)[CH:36]=2)[CH2:31][C@@H:30]1[CH3:40])=O)(C)(C)C>>[F:1][C:2]1[CH:3]=[C:4]([CH:5]=[C:6]([F:19])[C:7]=1[O:8][C:9]1[CH:14]=[CH:13][N:12]=[C:11]([C:15]([F:16])([F:17])[F:18])[CH:10]=1)[CH2:20][O:21][C:35]1[CH:36]=[C:37]2[NH:29][C@@H:30]([CH3:40])[CH2:31][N:32]2[C:33](=[O:39])[N:34]=1. Procedure details: The title compound was prepared by a procedure similar to that described for E9 starting from (3,5-difluoro-4-((2-(trifluoromethyl)pyridin-4-yl)oxy)phenyl)methanol and (S)-tert-butyl-7-chloro-2-methyl-5-oxo-2,3-dihydroimidazo[1,2-c]pyrimidine-1(5H)-carboxylate. The reactants are C1(=CC=CC=C1)C=1C(NC=2C=CN3C(C2C1)=NN=C3C3=NC=CC=N3)=O (9-phenyl-3-(2-pyrimidinyl)[1,2,4]triazolo[3,4-f]-1,6-naphthyridin-8(7H)-one), CN(C)C=O (DMF), O=P(Cl)(Cl)Cl (POCl3). Solvent: C(C)#N (acetonitrile). Conditions: temperature 120 celsius, time 8 hour. Yields the product ClC1=NC=2C=CN3C(C2C=C1C1=CC=CC=C1)=NN=C3C3=NC=CC=N3 (8-chloro-9-phenyl-3-(2-pyrimidinyl)[1,2,4]triazolo[3,4-f]-1,6-naphthyridine). As a reaction SMILES: [C:1]1([C:7]2[C:8](=O)[NH:9][C:10]3[CH:11]=[CH:12][N:13]4[C:19]([C:20]5[N:25]=[CH:24][CH:23]=[CH:22][N:21]=5)=[N:18][N:17]=[C:14]4[C:15]=3[CH:16]=2)[CH:6]=[CH:5][CH:4]=[CH:3][CH:2]=1.CN(C=O)C.O=P(Cl)(Cl)[Cl:34]>C(#N)C>[Cl:34][C:8]1[C:7]([C:1]2[CH:6]=[CH:5][CH:4]=[CH:3][CH:2]=2)=[CH:16][C:15]2[C:14]3=[N:17][N:18]=[C:19]([C:20]4[N:25]=[CH:24][CH:23]=[CH:22][N:21]=4)[N:13]3[CH:12]=[CH:11][C:10]=2[N:9]=1. Procedure: To a solution of 9-phenyl-3-(2-pyrimidinyl)[1,2,4]triazolo[3,4-f]-1,6-naphthyridin-8(7H)-one (2-4) (1.4 g, 4.1 mmol) and DMF (0.032 mL) in acetonitrile (20 mL) was added POCl3 (2.3 mL, 24.6 mmol). After stirring at 120° C. for overnight, the solvent was removed under reduced pressure, and the residue was diluted with acetonitrile, and added water. The resulting solid was collected by filtration to give 8-chloro-9-phenyl-3-(2-pyrimidinyl)[1,2,4]triazolo[3,4-f]-1,6-naphthyridine (2-5) as a colorle... The reactants are N1=CC=CC=C1 (pyridine), CS(=O)(=O)Cl (methanesulfonyl chloride), NC=1C=CC2=C(C(CC3(CCN(CC3)C)O2)=O)C1 (3,4-Dihydro-6-amino-1'-methyl-spiro[2H-1-benzopyran-2,4'-piperidin]-4-one). Run in C(Cl)Cl (methylene chloride). Reaction conditions: time 16 hour. Yields the product CS(=O)(=O)NC=1C=CC2=C(C(CC3(CCN(CC3)C)O2)=O)C1 (3,4-dihydro-6-methanesulfonamido-1'-methyl-spiro[(2H)-1-benzopyran-2,4'-piperidin]-4-one). Isolated yield 419.0%. As a reaction SMILES: [NH2:1][C:2]1[CH:3]=[CH:4][C:5]2[O:16][C:9]3([CH2:14][CH2:13][N:12]([CH3:15])[CH2:11][CH2:10]3)[CH2:8][C:7](=[O:17])[C:6]=2[CH:18]=1.N1C=CC=CC=1.[CH3:25][S:26](Cl)(=[O:28])=[O:27]>C(Cl)Cl>[CH3:25][S:26]([NH:1][C:2]1[CH:3]=[CH:4][C:5]2[O:16][C:9]3([CH2:14][CH2:13][N:12]([CH3:15])[CH2:11][CH2:10]3)[CH2:8][C:7](=[O:17])[C:6]=2[CH:18]=1)(=[O:28])=[O:27]. Procedure details: 3,4-Dihydro-6-amino-1'-methyl-spiro[2H-1-benzopyran-2,4'-piperidin]-4-one (5.6 g, 0.0027 mol) was stirred in methylene chloride (50 ml) and pyridine (16 ml) at room temperature under a nitrogen atmosphere as methanesulfonyl chloride (2.7 ml, 0.035 mol) was added dropwise over several minutes. Some gum separated so additional pyridine (25 ml) was added. The mixture was stirred at ambient temperature for 16 hours. The methylene chloride and pyridine were removed in vacuo and the residue was taken ... Reactants: ClC(=O)OCC1=CC=CC=C1 (Benzyl chloroformate), S(=O)(Cl)Cl (Thionyl chloride), N[C@@H](CC1=CC=C(C=C1)O)C(=O)O (Tyrosine), [O-]S(=O)(=O)[O-].[Ca+2] (drierite), C(C)(=O)OCC (Ethyl acetate). The solvent is CO (MeOH). Reaction conditions: time 5 minute. Product: C(C1=CC=CC=C1)OC(=O)NC(C(=O)OC)CC1=CC=C(C=C1)O (methyl 2-{[(benzyloxy)carbonyl]amino}-3-(4-hydroxyphenyl)propanoate). Reaction SMILES: S(Cl)(Cl)=O.[NH2:5][C@H:6]([C:15]([OH:17])=[O:16])[CH2:7][C:8]1[CH:13]=[CH:12][C:11]([OH:14])=[CH:10][CH:9]=1.[O-]S([O-])(=O)=O.[Ca+2].Cl[C:25]([O:27][CH2:28][C:29]1[CH:34]=[CH:33][CH:32]=[CH:31][CH:30]=1)=[O:26].[C:35](OCC)(=O)C>CO>[CH2:28]([O:27][C:25]([NH:5][CH:6]([CH2:7][C:8]1[CH:9]=[CH:10][C:11]([OH:14])=[CH:12][CH:13]=1)[C:15]([O:17][CH3:35])=[O:16])=[O:26])[C:29]1[CH:34]=[CH:33][CH:32]=[CH:31][CH:30]=1 |f:2.3|. Procedure: Thionyl chloride (4.6 mL, 63.33 mmol, 2 eq) was added dropwise to dry MeOH (65 mL) at 0° C. and stirred for 5 min. Tyrosine (5.70 g, 31.5 mmol, 1 eq) was then added and the reaction vessel was fitted with a drying tube filled with drierite and slowly allowed to come to room temperature over 21 h. The solvent was then evaporated and crude product dried over high vacuum for 8 h. The crude product was then dissolved in a 1:1 mixture of acetone (63 mL) and a 7% solution of Na2CO3 in water (63 mL). B... The product is COc1ccccc1Oc1cccc(NCc2cccnc2)c1. Starting materials: [BH4-], COc1ccccc1Oc1cccc(N)c1, CO, [Na+], O=Cc1cccnc1. Reaction SMILES: [BH4-:25].[CH3:1][O:2][c:3]1[c:4]([O:5][c:6]2[cH:7][c:8]([NH2:9])[cH:10][cH:11][cH:12]2)[cH:13][cH:14][cH:15][cH:16]1.[CH3:27][OH:28].[Na+:26].[n:17]1[cH:18][c:19]([CH:23]=[O:24])[cH:20][cH:21][cH:22]1>>[CH3:1][O:2][c:3]1[c:4]([O:5][c:6]2[cH:7][c:8]([NH:9][CH2:23][c:19]3[cH:18][n:17][cH:22][cH:21][cH:20]3)[cH:10][cH:11][cH:12]2)[cH:13][cH:14][cH:15][cH:16]1.